From a dataset of the Open Reaction Database (ORD), a public repository of structured organic reaction records. describe an organic reaction: reactants, conditions, products, and yield Starting materials: C(C1CO1)OCCC[Si](OC)(OC)OC ((3-glycidoxypropyl)trimethoxy-silane), C(=S)=S (carbon disulfide). The reagents and catalysts are [Br-].[Li+] (lithium bromide). Run in O1CCCC1 (tetrahydrofuran), O1CCCC1 (tetrahydrofuran). Reaction conditions: temperature 25 celsius, time 12 hour. Product: CO[Si](CCCOCC1CSC(O1)=S)(OC)OC (5-(3-trimethoxysilylpropyloxymethyl)-1,3-oxathiolane-2-thione). Isolated yield 51.2%. Reaction SMILES: [CH2:1]([O:5][CH2:6][CH2:7][CH2:8][Si:9]([O:14][CH3:15])([O:12][CH3:13])[O:10][CH3:11])[CH:2]1[O:4][CH2:3]1.[C:16](=[S:18])=[S:17]>O1CCCC1.[Br-].[Li+]>[CH3:11][O:10][Si:9]([O:12][CH3:13])([O:14][CH3:15])[CH2:8][CH2:7][CH2:6][O:5][CH2:1][CH:2]1[O:4][C:16](=[S:18])[S:17][CH2:3]1 |f:3.4|. Reported procedure: To a solution of (3-glycidoxypropyl)trimethoxy-silane (X=methoxy; 75.6 g, 320 mmol) and lithium bromide (1.38 g, 16.0 mmol) in tetrahydrofuran (250 ml), a solution of carbon disulfide (29.2 g, 384 mmol) in tetrahydrofuran (150 ml) was added dropwise at 0° C., and the mixture was stirred at 25° C. After 12 h, the volatiles were removed under reduced pressure, and the residue was dissolved in diethylether (500 ml), washed with saturated distilled water (200 ml) three times. The ether layer was dri... Reactants: C(C=C)ONC1=NC(=NC(=C1NC=O)Cl)NC=O (4-allyloxyamino-6-chloro-2.5-diformamido pyrimidine). Run in C(C)(=O)OC(OCC)OCC (diethoxymethyl acetate). Run at temperature 25 celsius, time 16 hour. Yields the product C(C=C)ON1C2=NC(=NC(=C2N=C1)Cl)N (9-Allyloxy-2-amino-6-chloropurine). The yield is 50.9%. Reaction SMILES: [CH2:1]([O:4][NH:5][C:6]1[C:11]([NH:12][CH:13]=O)=[C:10]([Cl:15])[N:9]=[C:8]([NH:16]C=O)[N:7]=1)[CH:2]=[CH2:3]>C(OC(OCC)OCC)(=O)C>[CH2:1]([O:4][N:5]1[CH:13]=[N:12][C:11]2[C:6]1=[N:7][C:8]([NH2:16])=[N:9][C:10]=2[Cl:15])[CH:2]=[CH2:3]. Procedure details: A solution of 4-allyloxyamino-6-chloro-2.5-diformamido pyrimidine (1.23 g, 4.53 mmol) in diethoxymethyl acetate (20 ml) was stirred at 120° C. for 4 hours. The reaction was cooled and evaporated to dryness under reduced pressure. The residue was dissolved in methanol (5 ml) containing 0.88 ammonia (10 ml) and stirred at 25° C. for 16 hours. The solvents were evaporated under reduced pressure and the residue chromatographed on silica gel (eluted with ethyl acetate hexane 1:1) yielding the title c... Reactants: C(C1=CC=CC=C1)[C@@H]([C@H](C[C@H](C=C)C(C)C)O)NC(C(CC=1N=CNC1)NC(C(CC1=CC=CC=C1)C(C(C)(C)C)=O)=O)=O (N-[(1S,2S,4S)-1-benzyl-2-hydroxy-4-isopropyl-5-hexenyl]-α-(α-pivaloylhydrocinnamamido)imidazole-4-propionamide), C(C)O (ethanol). The reagents and catalysts are [Pd] (palladium-on-carbon). The product is C(C1=CC=CC=C1)[C@@H]([C@H](C[C@H](CC)C(C)C)O)NC([C@H](CC=1N=CNC1)NC([C@H](CC1=CC=CC=C1)CC(C(C)(C)C)=O)=O)=O ((S)-N-[(1S,2S,4S)-1-benzyl-2-hydroxy-4-isopropylhexyl]-α-[(R)-α-(3,3-dimethyl- 2-oxobutyl)hydrocinnamamido]imidazole-4-propionamide). RXN SMILES: [CH2:1]([C@H:8]([NH:18][C:19](=[O:44])[CH:20]([NH:27][C:28](=[O:43])[CH:29](C(=O)C(C)(C)C)[CH2:30]C1C=CC=CC=1)[CH2:21][C:22]1[N:23]=[CH:24][NH:25][CH:26]=1)[C@@H:9]([OH:17])[CH2:10][C@@H:11]([CH:14]([CH3:16])[CH3:15])[CH:12]=[CH2:13])[C:2]1[CH:7]=[CH:6][CH:5]=[CH:4][CH:3]=1.[CH2:45]([OH:47])[CH3:46]>[Pd]>[CH2:1]([C@H:8]([NH:18][C:19](=[O:44])[C@@H:20]([NH:27][C:28](=[O:43])[C@@H:29]([CH2:46][C:45](=[O:47])[C:11]([CH3:14])([CH3:12])[CH3:10])[CH2:30][C:2]1[CH:7]=[CH:6][CH:5]=[CH:4][CH:3]=1)[CH2:21][C:22]1[N:23]=[CH:24][NH:25][CH:26]=1)[C@@H:9]([OH:17])[CH2:10][C@@H:11]([CH:14]([CH3:15])[CH3:16])[CH2:12][CH3:13])[C:2]1[CH:7]=[CH:6][CH:5]=[CH:4][CH:3]=1. Procedure details: 120 mg of N-[(1S,2S,4S)-1-benzyl-2-hydroxy-4-isopropyl-5-hexenyl]-α-(α-pivaloylhydrocinnamamido)imidazole-4-propionamide in 10 ml of ethanol were hydrogenated at room temperature for 2 hours in the presence of 20 mg of palladium-on-carbon. Thereafter, the catalyst was filtered off and the solvent was evaporated under reduced pressure, to obtain (S)-N-[(1S,2S,4S)-1-benzyl-2-hydroxy-4-isopropylhexyl]-α-[(R)-α-(3,3-dimethyl- 2-oxobutyl)hydrocinnamamido]imidazole-4-propionamide as a foam. MS: 617 (M... Starting materials: [Br-].BrCC(=O)C1=[NH+]C=CC=C1C(=O)OC (2-(2-bromoacetyl)-3-(methoxycarbonyl)pyridinium bromide), CN(C)C=O.FC1=CC=C(C(N)=S)C=C1 (DMF 4-fluorobenzothioamide). Product: FC1=CC=C(C=C1)C=1SC=C(N1)C1=C(C(=O)OC)C=CC=N1 (Methyl 2-(2-(4-fluorophenyl)thiazol-4-yl)nicotinate). Isolated yield 79.8%. Reaction SMILES: [Br-].Br[CH2:3][C:4]([C:6]1[C:11]([C:12]([O:14][CH3:15])=[O:13])=[CH:10][CH:9]=[CH:8][NH+:7]=1)=O.CN(C=O)C.[F:21][C:22]1[CH:30]=[CH:29][C:25]([C:26](=[S:28])[NH2:27])=[CH:24][CH:23]=1>>[F:21][C:22]1[CH:30]=[CH:29][C:25]([C:26]2[S:28][CH:3]=[C:4]([C:6]3[N:7]=[CH:8][CH:9]=[CH:10][C:11]=3[C:12]([O:14][CH3:15])=[O:13])[N:27]=2)=[CH:24][CH:23]=1 |f:0.1,2.3|. Reported procedure: To a solution of 2-(2-bromoacetyl)-3-(methoxycarbonyl)pyridinium bromide (1.17 g, 3.45 mmol) in 10 ml of DMF 4-fluorobenzothioamide (0.7 g, 4.51 mmol) were added and stirred at room temperature over night. For work up the reaction mixture was evaporated to dryness and the obtained crude oil purified by chromatography on silica gel (eluent: CH2CL2+0.2% methanol) to give 865 mg of the thiazole as yellow oil. Starting materials: O=C1NN=CC(=C1C#N)C1=CC=CC=C1 (3-Oxo-5-phenyl-2,3-dihydro-pyridazine-4-carbonitrile), P(=O)(Cl)(Cl)Cl (phosphorous oxychloride). Conditions: temperature 100 celsius. Yields the product ClC=1N=NC=C(C1C#N)C1=CC=CC=C1 (3-Chloro-5-phenyl-pyridazine-4-carbonitrile). RXN SMILES: O=[C:2]1[C:7]([C:8]#[N:9])=[C:6]([C:10]2[CH:15]=[CH:14][CH:13]=[CH:12][CH:11]=2)[CH:5]=[N:4][NH:3]1.P(Cl)(Cl)([Cl:18])=O>>[Cl:18][C:2]1[N:3]=[N:4][CH:5]=[C:6]([C:10]2[CH:15]=[CH:14][CH:13]=[CH:12][CH:11]=2)[C:7]=1[C:8]#[N:9]. Reported procedure: 3-Oxo-5-phenyl-2,3-dihydro-pyridazine-4-carbonitrile (70 mg) was suspended in 1 mL phosphorous oxychloride and heated to 100° C. for 6 hours. The mixture was then cooled and poured onto ice. The resulting brown solid product was filtered and air dried and used in the next step without further purification.